Dataset: the Open Reaction Database (ORD), a public repository of structured organic reaction records. Task: describe an organic reaction: reactants, conditions, products, and yield Solvent: O (water), CN(C)C=O.O (DMF water). RXN SMILES: C(OC(=O)N[C@@H]1CC=CCN(CC2C=CC(OC)=CC=2OC)C1=O)(C)(C)C.[C:28]([O:32][C:33](=[O:55])[NH:34][C@@H:35]1[CH2:41][CH2:40][C:39](=[O:42])[CH2:38][N:37]([CH2:43][C:44]2[CH:49]=[CH:48][C:47]([O:50][CH3:51])=[CH:46][C:45]=2[O:52][CH3:53])[C:36]1=[O:54])([CH3:31])([CH3:30])[CH3:29].[C:56]([O:60][C:61](=[O:83])[NH:62][C@@H:63]1[CH2:69][C:68](=[O:70])[CH2:67][CH2:66][N:65]([CH2:71][C:72]2[CH:77]=[CH:76][C:75]([O:78][CH3:79])=[CH:74][C:73]=2[O:80][CH3:81])[C:64]1=[O:82])([CH3:59])([CH3:58])[CH3:57]>CN(C=O)C.O.O>[C:56]([O:60][C:61](=[O:83])[NH:62][C@@H:63]1[CH2:69][C:68](=[O:70])[CH2:67][CH2:66][N:65]([CH2:71][C:72]2[CH:77]=[CH:76][C:75]([O:78][CH3:79])=[CH:74][C:73]=2[O:80][CH3:81])[C:64]1=[O:82])([CH3:59])([CH3:57])[CH3:58].[C:28]([O:32][C:33](=[O:55])[NH:34][C@@H:35]1[CH2:41][CH2:40][C:39](=[O:42])[CH2:38][N:37]([CH2:43][C:44]2[CH:49]=[CH:48][C:47]([O:50][CH3:51])=[CH:46][C:45]=2[O:52][CH3:53])[C:36]1=[O:54])([CH3:31])([CH3:29])[CH3:30] |f:3.4,6.7|. Yields the product C(C)(C)(C)OC(N[C@H]1C(N(CCC(C1)=O)CC1=C(C=C(C=C1)OC)OC)=O)=O.C(C)(C)(C)OC(N[C@H]1C(N(CC(CC1)=O)CC1=C(C=C(C=C1)OC)OC)=O)=O ([(R)-1-(2,4-Dimethoxy-benzyl)-2,6-dioxo-azepan-3-yl]-carbamic acid tert-butyl ester; Compound with [(R)-1-(2,4-dimethoxy-benzyl)-2,5-dioxo-azepan-3-yl]-carbamic acid tert-butyl ester). Reported procedure: [(R)-1-(2,4-Dimethoxy-benzyl)-2-oxo-2,3,4,7-tetrahydro-1H-azepin-3-yl]-carbamic acid tert-butyl ester (5.4 g, 14.3 mmol) was dissolved in DMF/water (10:1 v/v) and then Pd(II)Cl2 (1 g, 5.7 mmol) and Cu(I)Cl (7.2 g, 72.4 mmol) were added. The reaction mixture was evacuated and saturated with O2 and then heated at 50° C. for 48 h. Further additions of Pd(II)Cl2 (3× 0.4 equiv.) were used during the reaction. The reaction mixture was diluted with water (400 ml) and filtered over Celite. The filtrate ... Conditions: temperature 50 celsius. Starting materials: C(C)(C)(C)OC(N[C@H]1C(N(CC(CC1)=O)CC1=C(C=C(C=C1)OC)OC)=O)=O ([(R)-1-(2,4-dimethoxy-benzyl)-2,6-dioxo-azepan-3-yl]-carbamic acid tert-butyl ester), C(C)(C)(C)OC(N[C@H]1C(N(CCC(C1)=O)CC1=C(C=C(C=C1)OC)OC)=O)=O ([(R)-1-(2,4-dimethoxy-benzyl)-2,5-dioxo-azepan-3-yl]-carbamic acid tert-butyl ester), Pd(II)Cl2, Pd(II)Cl2, Cu(I)Cl, solid, C(C)(C)(C)OC(N[C@H]1C(N(CC=CC1)CC1=C(C=C(C=C1)OC)OC)=O)=O ([(R)-1-(2,4-Dimethoxy-benzyl)-2-oxo-2,3,4,7-tetrahydro-1H-azepin-3-yl]-carbamic acid tert-butyl ester). Starting materials: BrCC(=O)C1=CC=C(C=C1)[N+](=O)[O-] (2-bromo-1-(4-nitrophenyl)ethanone), ClC1=C(C=CC=C1)CC(N)=S (2-(2-chlorophenyl)ethanethioamide), C1(=CC=CC=C1)CC(N)=S (2-phenylethanethioamide). Yields the product ClC1=C(CC=2SC=C(N2)C2=CC=C(S2)N)C=CC=C1 (5-(2-(2-chlorobenzyl)thiazol-4-yl)thiophen-2-amine). RXN SMILES: BrCC(C1C=CC([N+]([O-])=O)=CC=1)=O.[Cl:14][C:15]1[CH:20]=[CH:19][CH:18]=[CH:17][C:16]=1[CH2:21][C:22](=[S:24])[NH2:23].[C:25]1([CH2:31][C:32](=[S:34])[NH2:33])C=C[CH:28]=[CH:27][CH:26]=1>>[Cl:14][C:15]1[CH:20]=[CH:19][CH:18]=[CH:17][C:16]=1[CH2:21][C:22]1[S:24][CH:28]=[C:27]([C:26]2[S:34][C:32]([NH2:33])=[CH:31][CH:25]=2)[N:23]=1. Procedure details: The title compound was prepared as described in Example 806A, substituting 2-bromo-1-(5-nitrothiophen-2-yl)ethanone for 2-bromo-1-(4-nitrophenyl)ethanone and 2-(2-chlorophenyl)ethanethioamide for 2-phenylethanethioamide. The reactants are C#CCOc1cc(OC2CCN(C(=O)OC(C)(C)C)CC2)ccc1C(=O)OC, CO, [Na+], [OH-], O=C(O)CC(O)(CC(=O)O)C(=O)O. Product: C#CCOc1cc(OC2CCN(C(=O)OC(C)(C)C)CC2)ccc1C(=O)O. As a reaction SMILES: [CH2:1]([C:2]#[CH:3])[O:4][c:5]1[c:6]([C:7](=[O:8])[O:9][CH3:10])[cH:11][cH:12][c:13]([O:15][CH:16]2[CH2:17][CH2:18][N:19]([C:22](=[O:23])[O:24][C:25]([CH3:26])([CH3:27])[CH3:28])[CH2:20][CH2:21]2)[cH:14]1.[CH3:44][OH:45].[Na+:30].[OH-:29].[OH:31][C:32]([CH2:33][C:34]([C:35](=[O:36])[OH:37])([CH2:38][C:39](=[O:40])[OH:41])[OH:42])=[O:43]>>[CH2:1]([C:2]#[CH:3])[O:4][c:5]1[c:6]([C:7](=[O:8])[OH:9])[cH:11][cH:12][c:13]([O:15][CH:16]2[CH2:17][CH2:18][N:19]([C:22](=[O:23])[O:24][C:25]([CH3:26])([CH3:27])[CH3:28])[CH2:20][CH2:21]2)[cH:14]1. The product is C(C)(=O)NCC=1C=C2CN(CC2=CC1)C=1C(=CC2=C3N(C(COC31)C)C=C(C2=O)C(=O)O)F (10-(5-acetamidomethyl-2-isoindolinyl)-9-fluoro-2,3-dihydro-3-methyl-7-oxo-7H-pyrido[1,2,3-de][1,4]-benzoxazine-6-carboxylic acid). Yield: 56.4%. Reported procedure: 422 mg of 9,10-difluoro-2,3-dihydro-3methyl-7-oxo-7H-pyrido[1,2,3-de][1,4]-benzoxazine-6-carboxylic acid, 490 mg of 5-acetamidomethylisoindoline hydrobromide, 795 mg of DBU, and 3 ml of anhydrous DMF were processed in the same manner as in Example 20 to produce 382 mg of 10-(5-acetamidomethyl-2-isoindolinyl)-9-fluoro-2,3-dihydro-3-methyl-7-oxo-7H-pyrido[1,2,3-de][1,4]-benzoxazine-6-carboxylic acid. Run in CN(C)C=O (DMF). The reactants are FC=1C(=C2C=3N(C(CO2)C)C=C(C(C3C1)=O)C(=O)O)F (9,10-difluoro-2,3-dihydro-3methyl-7-oxo-7H-pyrido[1,2,3-de][1,4]-benzoxazine-6-carboxylic acid), Br.C(C)(=O)NCC=1C=C2CNCC2=CC1 (5-acetamidomethylisoindoline hydrobromide), C1CCC2=NCCCN2CC1 (DBU). Reaction SMILES: [F:1][C:2]1[C:3](F)=[C:4]2[O:9][CH2:8][CH:7]([CH3:10])[N:6]3[CH:11]=[C:12]([C:17]([OH:19])=[O:18])[C:13](=[O:16])[C:14]([CH:15]=1)=[C:5]23.Br.[C:22]([NH:25][CH2:26][C:27]1[CH:28]=[C:29]2[C:33](=[CH:34][CH:35]=1)[CH2:32][NH:31][CH2:30]2)(=[O:24])[CH3:23].C1CCN2C(=NCCC2)CC1>CN(C=O)C>[C:22]([NH:25][CH2:26][C:27]1[CH:28]=[C:29]2[C:33](=[CH:34][CH:35]=1)[CH2:32][N:31]([C:3]1[C:2]([F:1])=[CH:15][C:14]3[C:13](=[O:16])[C:12]([C:17]([OH:19])=[O:18])=[CH:11][N:6]4[CH:7]([CH3:10])[CH2:8][O:9][C:4]=1[C:5]=34)[CH2:30]2)(=[O:24])[CH3:23] |f:1.2|.